Dataset: the Open Reaction Database (ORD), a public repository of structured organic reaction records. Task: describe an organic reaction: reactants, conditions, products, and yield Reactants: CN (methylamine), 19.2, ClC1=C(OC=2C=C(C(=CC2)[N+](=O)[O-])SCl)C=CC(=C1)C(F)(F)F (3-(2'-chloro-4'-trifluoromethylphenoxy)-6-nitrobenzenesulfenyl chloride). Solvent: CCOCC (ether). Reaction conditions: time 2 hour. Yields the product ClC1=C(OC=2C=CC(=CC2)[N+](=O)[O-])C=CC(=C1)C(F)(F)F.CNS (3-(2'-chloro-4'-trifluoromethylphenoxy)-6-nitrobenzene N-methylsulfenamide). Isolated yield 95.0%. As a reaction SMILES: [CH3:1][NH2:2].[Cl:3][C:4]1[CH:21]=[C:20]([C:22]([F:25])([F:24])[F:23])[CH:19]=[CH:18][C:5]=1[O:6][C:7]1[CH:8]=[C:9]([S:16]Cl)[C:10]([N+:13]([O-:15])=[O:14])=[CH:11][CH:12]=1>CCOCC>[Cl:3][C:4]1[CH:21]=[C:20]([C:22]([F:23])([F:25])[F:24])[CH:19]=[CH:18][C:5]=1[O:6][C:7]1[CH:8]=[CH:9][C:10]([N+:13]([O-:15])=[O:14])=[CH:11][CH:12]=1.[CH3:1][NH:2][SH:16] |f:3.4|. Procedure: 3.1 g of methylamine in the form of a 40% strength aqueous solution were added to a solution of 19.2 parts by weight of 3-(2'-chloro-4'-trifluoromethylphenoxy)-6-nitrobenzenesulfenyl chloride in 100 parts by volume of ether, and stirring was continued for a further 2 hours at room temperature. The organic phase was separated off, dried with magnesium sulfate, filtered, and evaporated down under reduced pressure. 17.5 parts by weight (95% yield) of 3-(2'-chloro-4'-trifluoromethylphenoxy)-6-nitrob... The reactants are O (water), Cl (hydrochloric acid), [N+](=O)([O-])C1=CC=C(C=C1)NCCCCCC(=O)O (6-[N-(4-nitrophenyl)amino]caproic acid), C1=CCCCC1 (cyclohexene). The reagents and catalysts are [Pd] (palladium-on-charcoal). The solvent is C(C)O (ethanol). The product is Cl.Cl.NC1=CC=C(C=C1)NCCCCCC(=O)O (6-[N-(4-Aminophenyl)amino]caproic Acid Dihydrochloride). Isolated yield 81.0%. Reaction SMILES: [N+:1]([C:4]1[CH:9]=[CH:8][C:7]([NH:10][CH2:11][CH2:12][CH2:13][CH2:14][CH2:15][C:16]([OH:18])=[O:17])=[CH:6][CH:5]=1)([O-])=O.O.C1CCCCC=1.[ClH:26]>C(O)C.[Pd]>[ClH:26].[ClH:26].[NH2:1][C:4]1[CH:9]=[CH:8][C:7]([NH:10][CH2:11][CH2:12][CH2:13][CH2:14][CH2:15][C:16]([OH:18])=[O:17])=[CH:6][CH:5]=1 |f:6.7.8|. Procedure details: 2 g (7.9 mmol) of 6-[N-(4-nitrophenyl)amino]caproic acid are partially dissolved in 40 ml of ethanol and 2 ml of water in a 150 ml three-necked flask equipped with a thermometer and a reflux condenser. 2 g of palladium-on-charcoal (10% active and 50% moisture) are then introduced, followed by 20 ml of cyclohexene. The mixture is brought to reflux for 2 hours and is then cooled, before being filtered through celite. After having run 4 ml (2.5 eq) of 5N hydrochloric acid onto the filtrate, the lat... Product: C(C1=CC=CC=C1)[C@@H]1N(C(OC1)=O)C([C@@H](CC=C)CCCCCCC)=O ((4S)-4-Benzyl-3-((2R)-2-heptyl-pent-4-enoyl)oxazolidin-2-one). Reaction conditions: temperature -78 celsius, time 1 hour. The solvent is C1CCOC1 (THF). The reactants are solution, C(C)(C)[N-]C(C)C.[Li+] (lithium diisopropylamide), CCCCCCC.C1CCOC1.C1=CC=CC=C1 (heptane THF benzene), C(C=C)Br (allyl bromide), O1C(NCC1)=O (oxazolidinone). As a reaction SMILES: [O:1]1[CH2:5][CH2:4][NH:3][C:2]1=[O:6].C([N-]C(C)C)(C)C.[Li+].[CH2:15](Br)[CH:16]=[CH2:17].[CH3:19][CH2:20][CH2:21][CH2:22][CH2:23][CH2:24][CH3:25].[CH2:26]1[CH2:30][O:29][CH2:28][CH2:27]1.[CH:31]1[CH:36]=[CH:35]C=[CH:33][CH:32]=1>C1COCC1>[CH2:19]([C@H:4]1[CH2:5][O:1][C:2](=[O:6])[N:3]1[C:28](=[O:29])[C@H:27]([CH2:26][CH2:30][CH2:33][CH2:32][CH2:31][CH2:36][CH3:35])[CH2:15][CH:16]=[CH2:17])[C:20]1[CH:25]=[CH:24][CH:23]=[CH:22][CH:21]=1 |f:1.2,4.5.6|. Reported procedure: To a solution of 5.50 g (0.017 mol) of the oxazolidinone in 40 mL of THF, cooled to -78 ° C., was added 17.3 mL (0.035 mol) of a 2.0M solution of lithium diisopropylamide in heptane/THF/benzene. The resulting mixture was stirred at -78° C. for 1 h and then neat allyl bromide (7.5 mL, 0.087 mol) was added to the reaction mixture. The reaction was allowed to warm to 0 degrees (ice bath) and stirred for an additional 3 h and then quenched with 5% HCl solution. The resulting mixture was extracted wi... Reactants: ClC1=NC(=NN2C1=CC=C2)C2=C(C=CC(=C2)Cl)F (4-Chloro-2-(5-chloro-2-fluoro-phenyl)-pyrrolo[2,1-f][1,2,4]triazine), NC1=CC(=NC=C1)C (4-amino-picoline), C([O-])([O-])=O.[Cs+].[Cs+] (cesium carbonate), C=1C=CC(=CC1)P(C=2C=CC=CC2)C3=CC=C4C=CC=CC4=C3C5=C6C=CC=CC6=CC=C5P(C=7C=CC=CC7)C=8C=CC=CC8 (BINAP). The reagents and catalysts are C(C)(=O)[O-].[Pd+2].C(C)(=O)[O-] (palladium (II) acetate). Solvent: O1CCOCC1 (dioxane). Run at temperature 90 celsius, time 8 hour. Product: ClC=1C=CC(=C(C1)C1=NN2C(C(=N1)NC1=C(C=NC=C1)C)=CC=C2)F ([2-(5-Chloro-2-fluoro-phenyl)-pyrrolo[2,1-f][1,2,4]triazin-4-yl]-(3-methyl-pyridin-4-yl)-amine). As a reaction SMILES: Cl[C:2]1[C:7]2=[CH:8][CH:9]=[CH:10][N:6]2[N:5]=[C:4]([C:11]2[CH:16]=[C:15]([Cl:17])[CH:14]=[CH:13][C:12]=2[F:18])[N:3]=1.C(=O)([O-])[O-].[Cs+].[Cs+].[CH:25]1C=CC(P(C2C(C3C(P(C4C=CC=CC=4)C4C=CC=CC=4)=CC=C4C=3C=CC=C4)=C3C(C=CC=C3)=CC=2)C2C=CC=CC=2)=CC=1.[NH2:71][C:72]1[CH:77]=[CH:76][N:75]=[C:74](C)[CH:73]=1>O1CCOCC1.C([O-])(=O)C.[Pd+2].C([O-])(=O)C>[Cl:17][C:15]1[CH:14]=[CH:13][C:12]([F:18])=[C:11]([C:4]2[N:3]=[C:2]([NH:71][C:72]3[CH:73]=[CH:74][N:75]=[CH:76][C:77]=3[CH3:25])[C:7]3=[CH:8][CH:9]=[CH:10][N:6]3[N:5]=2)[CH:16]=1 |f:1.2.3,7.8.9|. Procedure: 4-Chloro-2-(5-chloro-2-fluoro-phenyl)-pyrrolo[2,1-f][1,2,4]triazine (30 mg, 0.106 mmole), cesium carbonate (48.5 mg, 0.149 mmole), palladium (II) acetate (1.19 mg, 0.0053 mmole), BINAP (4.96 mg, 0.0080 mmole), and 4-amino-picoline (13.8 mg, 0.128 mmole) were combined in 4 ml dioxane (anh.) and heated to 90° C. with stirring overnight. The reaction mixture was filtered to remove solid material, the filtrate was evaporated to dryness, the residue was dissolved in chloroform (8 ml), washed with 0.5... Reactants: COC1=CC=C(CS[C@H]2C[C@H](NC2)C(=O)O)C=C1 ((2S,4S)-4-(4-methoxybenzylthio)-2-pyrrolidinecarboxylic acid), O (water), aqueous solution, [OH-].[Na+] (sodium hydroxide), [N+](=O)([O-])C1=CC=C(COC(=O)Cl)C=C1 (4-nitrobenzyloxycarbonyl chloride), aqueous solution, [OH-].[Na+] (sodium hydroxide). The solvent is O1CCCC1 (tetrahydrofuran), O1CCCC1 (tetrahydrofuran). The product is COC1=CC=C(CS[C@H]2C[C@H](N(C2)C(=O)OCC2=CC=C(C=C2)[N+](=O)[O-])C(=O)O)C=C1 ((2S,4S)-4-(4-Methoxybenzylthio)-1-(4-nitrobenzyloxycarbonyl)-2-pyrrolidinecarboxylic acid). The yield is 77.5%. RXN SMILES: [CH3:1][O:2][C:3]1[CH:18]=[CH:17][C:6]([CH2:7][S:8][C@@H:9]2[CH2:13][NH:12][C@H:11]([C:14]([OH:16])=[O:15])[CH2:10]2)=[CH:5][CH:4]=1.O.[OH-].[Na+].[N+:22]([C:25]1[CH:35]=[CH:34][C:28]([CH2:29][O:30][C:31](Cl)=[O:32])=[CH:27][CH:26]=1)([O-:24])=[O:23]>O1CCCC1>[CH3:1][O:2][C:3]1[CH:4]=[CH:5][C:6]([CH2:7][S:8][C@@H:9]2[CH2:13][N:12]([C:31]([O:30][CH2:29][C:28]3[CH:27]=[CH:26][C:25]([N+:22]([O-:24])=[O:23])=[CH:35][CH:34]=3)=[O:32])[C@H:11]([C:14]([OH:16])=[O:15])[CH2:10]2)=[CH:17][CH:18]=1 |f:2.3|. Reported procedure: A suspension of 1.87 g of (2S,4S)-4-(4-methoxybenzylthio)-2-pyrrolidinecarboxylic acid [prepared as described in step (i) above] in 80 ml of a 1:1 by volume mixture of tetrahydrofuran and water was transformed to a homogeneous solution by adding 7 ml of a 1N aqueous solution of sodium hydroxide. The solution was ice-cooled and stirred, and, little by little, a solution of 1510 mg of 4-nitrobenzyloxycarbonyl chloride in 10 ml of tetrahydrofuran and 7 ml of a 1N aqueous solution of sodium hydroxid... Reactants: CO (methanol), NC1COC1 (3-aminooxetane), resultant solution, aqueous solution, NC=1C(=CC(=C(C1)N1C=C(C(C2=CC(=C(C(=C12)Cl)F)F)=O)C(=O)O)F)F (1-(5-Amino-2,4-difluorophenyl)-8-chloro-6,7-difluoro-4-oxo-1,4-dihydroquinoline-3-carboxylic acid), C(CC(O)(C(=O)O)CC(=O)O)(=O)O (citric acid). Solvent: N1=CC=CC=C1 (pyridine), CN1C(CCC1)=O (N-methylpyrrolidone). Conditions: temperature 70 celsius, time 18 hour. Product: NC=1C(=CC(=C(C1)N1C=C(C(C2=CC(=C(C(=C12)Cl)NC1COC1)F)=O)C(=O)O)F)F (1-(5-Amino-2,4-difluorophenyl)-8-chloro-6-fluoro-7-(oxetan-3-yl)amino-4-oxo-1,4-dihydroquinoline-3-carboxylic Acid). As a reaction SMILES: [NH2:1][C:2]1[C:3]([F:26])=[CH:4][C:5]([F:25])=[C:6]([N:8]2[C:17]3[C:12](=[CH:13][C:14]([F:20])=[C:15](F)[C:16]=3[Cl:18])[C:11](=[O:21])[C:10]([C:22]([OH:24])=[O:23])=[CH:9]2)[CH:7]=1.CO.[NH2:29][CH:30]1[CH2:33][O:32][CH2:31]1.C(O)(=O)CC(CC(O)=O)(C(O)=O)O>N1C=CC=CC=1.CN1CCCC1=O>[NH2:1][C:2]1[C:3]([F:26])=[CH:4][C:5]([F:25])=[C:6]([N:8]2[C:17]3[C:12](=[CH:13][C:14]([F:20])=[C:15]([NH:29][CH:30]4[CH2:33][O:32][CH2:31]4)[C:16]=3[Cl:18])[C:11](=[O:21])[C:10]([C:22]([OH:24])=[O:23])=[CH:9]2)[CH:7]=1. Procedure: 1-(5-Amino-2,4-difluorophenyl)-8-chloro-6,7-difluoro-4-oxo-1,4-dihydroquinoline-3-carboxylic acid (100 mg) was dissolved in a mixed liquid of pyridine (0.5 ml) and N-methylpyrrolidone (0.5 ml). A methanol solution (45%; 1.5 ml) of 3-aminooxetane was added to the resultant solution. The mixture was stirred at 70° C. for 18 hours. The reaction mixture was acidified with a 3% aqueous solution (20 ml) of citric acid, and solids formed were collected by filtration. The solids were subjected to azeotr... The reactants are COC1(OC)CC(C(=O)O)N(C(=O)C(CSC(C)=O)C(F)(F)F)C1, N. Yields the product COC1(OC)CC(C(=O)O)N(C(=O)C(CS)C(F)(F)F)C1. As a reaction SMILES: [C:1](=[O:2])([CH3:3])[S:4][CH2:5][CH:6]([C:7](=[O:8])[N:9]1[CH:10]([C:11](=[O:12])[OH:13])[CH2:14][C:15]([O:17][CH3:18])([O:19][CH3:20])[CH2:16]1)[C:21]([F:22])([F:23])[F:24].[NH3:25]>>[SH:4][CH2:5][CH:6]([C:7](=[O:8])[N:9]1[CH:10]([C:11](=[O:12])[OH:13])[CH2:14][C:15]([O:17][CH3:18])([O:19][CH3:20])[CH2:16]1)[C:21]([F:22])([F:23])[F:24].